Task: describe an organic reaction: reactants, conditions, products, and yield. Dataset: the Open Reaction Database (ORD), a public repository of structured organic reaction records Reactants: CC1(C(=C(C2=C(C(=C(C(=C12)C)C)C)C)C)C)[Si](C)(C)C (1,2,3,4,5,6,7-heptamethylindenyltrimethylsilane), resultant solution, [Ti](Cl)(Cl)(Cl)Cl (Titanium tetrachloride). The solvent is C1(=CC=CC=C1)C (toluene), C1(=CC=CC=C1)C (toluene), C1(=CC=CC=C1)C (toluene), C1(=CC=CC=C1)C (toluene). Yields the product [Cl-].[Cl-].[Cl-].CC1(C(=C(C2=C(C(=C(C(=C12)C)C)C)C)C)C)[Ti+3] (1,2,3,4,5,6,7-heptamethylindenyltitanium trichloride). Reaction SMILES: [Ti:1](Cl)(Cl)(Cl)[Cl:2].[CH3:6][C:7]1([Si](C)(C)C)[C:15]2[C:10](=[C:11]([CH3:19])[C:12]([CH3:18])=[C:13]([CH3:17])[C:14]=2[CH3:16])[C:9]([CH3:20])=[C:8]1[CH3:21]>C1(C)C=CC=CC=1>[Cl-:2].[Cl-:2].[Cl-:2].[CH3:6][C:7]1([Ti+3:1])[C:15]2[C:10](=[C:11]([CH3:19])[C:12]([CH3:18])=[C:13]([CH3:17])[C:14]=2[CH3:16])[C:9]([CH3:20])=[C:8]1[CH3:21] |f:3.4.5.6|. Procedure: Titanium tetrachloride in an amount of 15.2 g (80 mmol, 8.8 mL) was dissolved in 100 mL of dehydrated toluene, and to the resultant solution was added dropwise, at room temperature, a solution of 19.52 g of 1,2,3,4,5,6,7-heptamethylindenyltrimethylsilane in 150 mL of toluene over a period of 3 hours. After one hour of heating refluxing of the mixed solution thus obtained, there was produced a toluene-soluble portion at 80° C., which then was extracted twice with 100 mL each of toluene. By filter...